This data is from the Open Reaction Database (ORD), a public repository of structured organic reaction records. The task is: describe an organic reaction: reactants, conditions, products, and yield Starting materials: O1C(=CC=C1)C(CC#CCCCC(=O)OC)OC (methyl 8-(2-furyl)-8-methoxy-5-octynoate), [OH-].[K+] (potassium hydroxide), CO (methanol). Run in O (water). The product is O1C(=CC=C1)C(CC#CCCCC(=O)O)OC (8-(2-Furyl)-8-methoxy-5-octynoic acid). The yield is 95.8%. RXN SMILES: [O:1]1[CH:5]=[CH:4][CH:3]=[C:2]1[CH:6]([O:17][CH3:18])[CH2:7][C:8]#[C:9][CH2:10][CH2:11][CH2:12][C:13]([O:15]C)=[O:14].[OH-].[K+].CO>O>[O:1]1[CH:5]=[CH:4][CH:3]=[C:2]1[CH:6]([O:17][CH3:18])[CH2:7][C:8]#[C:9][CH2:10][CH2:11][CH2:12][C:13]([OH:15])=[O:14] |f:1.2|. Procedure: A solution of 1.25 g of methyl 8-(2-furyl)-8-methoxy-5-octynoate, 0.66 g of 85% potassium hydroxide, 15 ml of methanol and 10 ml of water was heated under reflux for one hour. The methanol was evaporated and the residue partitioned with ether and water. The aqueous layer was chilled at 0° to 10° C., acidified with hydrochloric acid and the product extracted with ether. The extract was washed with brine, dried and concentrated, giving 1.13 g of the desired compound as a colorless oil. The identif... Starting materials: C[Si](C1=NNC(=C1)C(=O)OCC)(C)C (ethyl 3-(trimethylsilyl)-1H-pyrazole-5-carboxylate), C(C)(=O)OCC=[N+]=[N-] (diazoethyl acetate), C(#C)C1=NC=CC=C1 (2-ethynyl-pyridine). Yields the product N1=C(C=CC=C1)C1=NNC(=C1)C(=O)OCC (Ethyl 3-(pyridin-2-yl)-1H-pyrazole-5-carboxylate). Reaction SMILES: C[Si](C)(C)[C:3]1[CH:7]=[C:6]([C:8]([O:10][CH2:11][CH3:12])=[O:9])[NH:5][N:4]=1.C(OCC=[N+]=[N-])(=O)C.C([C:25]1[CH:30]=[CH:29][CH:28]=[CH:27][N:26]=1)#C>>[N:26]1[CH:27]=[CH:28][CH:29]=[CH:30][C:25]=1[C:3]1[CH:7]=[C:6]([C:8]([O:10][CH2:11][CH3:12])=[O:9])[NH:5][N:4]=1. Procedure details: Was prepared in a similar way as ethyl 3-(trimethylsilyl)-1H-pyrazole-5-carboxylate using diazoethyl acetate (Purchased from Aldrich) and 2-ethynyl-pyridine (Purchased from Aldrich). The reactants are Cl.C(C)(=O)C1CN2CCC1CC2 (3-acetyl quinuclidine hydrochloride), Cl.C(C)ON (O-ethylhydroxylamine hydrochloride). Procedure: 1.9 g of 3-acetyl quinuclidine hydrochloride and 0.98 g of O-ethylhydroxylamine hydrochloride are heated for 20 minutes to reflux in 30 cm3 of methanol, followed by concentrating to dryness and purifying by chromatography on alumina (eluant: methylene chloride-methanol 9-1). The reaction medium is acidified using gaseous hydrochloric acid, then evaporated to dryness. After crystallizing from ethanol, filtering, and rinsing with ether, 1.3 g of expected product is recovered. M.p.=198°-200° C. The solvent is CO (methanol). The product is Cl.C(C)ON=C(C)C1CN2CCC1CC2 ((1-azabicyclo-[2,2,2]-octan-3-yl)-ethanone O-ethyloxime hydrochloride). As a reaction SMILES: [ClH:1].[C:2]([CH:5]1[CH:10]2[CH2:11][CH2:12][N:7]([CH2:8][CH2:9]2)[CH2:6]1)(=O)[CH3:3].Cl.[CH2:14]([O:16][NH2:17])[CH3:15]>CO>[ClH:1].[CH2:14]([O:16][N:17]=[C:2]([CH:5]1[CH:10]2[CH2:11][CH2:12][N:7]([CH2:8][CH2:9]2)[CH2:6]1)[CH3:3])[CH3:15] |f:0.1,2.3,5.6|. Starting materials: [N+](=O)([O-])C1=CC=C(C=C1)N1NC(=C2C=CC(C=C12)(C1=CC=CC=C1)C1=CC=CC=C1)C(=O)OCC (ethyl 1-(4-nitrophenyl)-6,6-diphenyl-1H-indazole-3-carboxylate). Reagents/catalysts: [Zn] (zinc). Solvent: C(C)(=O)O (acetic acid). Conditions: temperature 20 celsius, time 4 hour. Product: NC1=CC=C(C=C1)N1NC(=C2C=CC(C=C12)(C1=CC=CC=C1)C1=CC=CC=C1)C(=O)OCC (ethyl 1-(4-aminophenyl)-6,6-diphenyl-1H-indazole-3-carboxylate). Yield: 73.0%. RXN SMILES: [N+:1]([C:4]1[CH:9]=[CH:8][C:7]([N:10]2[C:18]3[C:13]([CH:14]=[CH:15][C:16]([C:25]4[CH:30]=[CH:29][CH:28]=[CH:27][CH:26]=4)([C:19]4[CH:24]=[CH:23][CH:22]=[CH:21][CH:20]=4)[CH:17]=3)=[C:12]([C:31]([O:33][CH2:34][CH3:35])=[O:32])[NH:11]2)=[CH:6][CH:5]=1)([O-])=O>C(O)(=O)C.[Zn]>[NH2:1][C:4]1[CH:9]=[CH:8][C:7]([N:10]2[C:18]3[C:13]([CH:14]=[CH:15][C:16]([C:19]4[CH:20]=[CH:21][CH:22]=[CH:23][CH:24]=4)([C:25]4[CH:30]=[CH:29][CH:28]=[CH:27][CH:26]=4)[CH:17]=3)=[C:12]([C:31]([O:33][CH2:34][CH3:35])=[O:32])[NH:11]2)=[CH:6][CH:5]=1. Procedure details: A solution of 0.6 g of ethyl 1-(4-nitrophenyl)-6,6-diphenyl-1H-indazole-3-carboxylate in 24 cm3 of acetic acid is cooled to the region of 0° C. 4.8 g of zinc are then added portionwise. After warming to a temperature in the region of 20° C., the suspension obtained is stirred for about 4 hours. The insoluble material is filtered off through Celite and washed with three times 10 cm3 of dichloromethane. The filtrate is concentrated to dryness under reduced pressure (13 kPa) and taken up in 50 cm3 ...